describe an organic reaction: reactants, conditions, products, and yield From a dataset of the Open Reaction Database (ORD), a public repository of structured organic reaction records. Starting materials: CCCC1(C(O)c2cc(Cl)c(Cl)s2)CCN(C(=O)OC(C)(C)C)C1, Cc1ccccc1. Product: CCCC1(C(=O)c2cc(Cl)c(Cl)s2)CCN(C(=O)OC(C)(C)C)C1. Reaction SMILES: [C:1]([CH3:2])([CH3:3])([CH3:4])[O:5][C:6](=[O:7])[N:8]1[CH2:9][C:10]([CH2:13][CH2:14][CH3:15])([CH:16]([OH:17])[c:18]2[s:19][c:20]([Cl:24])[c:21]([Cl:23])[cH:22]2)[CH2:11][CH2:12]1.[CH3:25][c:26]1[cH:27][cH:28][cH:29][cH:30][cH:31]1>>[C:1]([CH3:2])([CH3:3])([CH3:4])[O:5][C:6](=[O:7])[N:8]1[CH2:9][C:10]([CH2:13][CH2:14][CH3:15])([C:16](=[O:17])[c:18]2[s:19][c:20]([Cl:24])[c:21]([Cl:23])[cH:22]2)[CH2:11][CH2:12]1. The reactants are O=C([O-])[O-], Cc1cc(C=CC#N)cc(C(=O)c2[nH]c(=O)[nH]c(=O)c2C(C)C)c1, CCI, [K+], [K+], CN(C)C=O. The product is CCn1c(C(=O)c2cc(C)cc(C=CC#N)c2)c(C(C)C)c(=O)[nH]c1=O. RXN SMILES: [C:25](=[O:26])([O-:27])[O-:28].[CH:1]([CH3:2])([CH3:3])[c:4]1[c:5]([C:12](=[O:13])[c:14]2[cH:15][c:16]([CH:21]=[CH:22][C:23]#[N:24])[cH:17][c:18]([CH3:20])[cH:19]2)[nH:6][c:7](=[O:11])[nH:8][c:9]1=[O:10].[I:31][CH2:32][CH3:33].[K+:29].[K+:30].[O:34]=[CH:35][N:36]([CH3:37])[CH3:38]>>[CH:1]([CH3:2])([CH3:3])[c:4]1[c:5]([C:12](=[O:13])[c:14]2[cH:15][c:16]([CH:21]=[CH:22][C:23]#[N:24])[cH:17][c:18]([CH3:20])[cH:19]2)[n:6]([CH2:32][CH3:33])[c:7](=[O:11])[nH:8][c:9]1=[O:10].